This data is from the Open Reaction Database (ORD), a public repository of structured organic reaction records. The task is: describe an organic reaction: reactants, conditions, products, and yield Reactants: ice, ClC1=C(C(=C(OCCNC(OC(C)(C)C)=O)C(=C1)C(C)O)C=O)C#N (tert-butyl {2-[4-chloro-3-cyano-2-formyl-6-(1-hydroxyethyl)phenoxy]ethyl}carbamate), Cl (hydrogen chloride). Run in O1CCOCC1 (1,4-dioxane), O1CCOCC1 (dioxane). Reaction conditions: time 1 hour. Product: ClC1=CC(=C2C(C=NCCO2)=C1C#N)C(C)O (7-chloro-9-(1-hydroxyethyl)-2,3-dihydro-1,4-benzoxazepine-6-carbonitrile). Reaction SMILES: [Cl:1][C:2]1[CH:18]=[C:17]([CH:19]([OH:21])[CH3:20])[C:5]([O:6][CH2:7][CH2:8][NH:9]C(=O)OC(C)(C)C)=[C:4]([CH:22]=O)[C:3]=1[C:24]#[N:25].Cl>O1CCOCC1>[Cl:1][C:2]1[C:3]([C:24]#[N:25])=[C:4]2[CH:22]=[N:9][CH2:8][CH2:7][O:6][C:5]2=[C:17]([CH:19]([OH:21])[CH3:20])[CH:18]=1. Procedure: The crude tert-butyl {2-[4-chloro-3-cyano-2-formyl-6-(1-hydroxyethyl)phenoxy]ethyl}carbamate was dissolved in 1,4-dioxane (16 mL) and was added to an ice cooled 4.0 M hydrogen chloride in dioxane (40 mL) solution. After stirring for 1 h, the reaction was concentrated in vacuo to give 7-chloro-9-(1-hydroxyethyl)-2,3-dihydro-1,4-benzoxazepine-6-carbonitrile as an oil. LCMS calculated for C12H12ClN2O2(M+H)+: m/z=251.1; found: 251.0. 1H NMR (300 MHz, DMSO-d6) δ 8.55 (t, J=2.0 Hz, 1H), 7.75 (s, 1H), ... Starting materials: ClC1=C(C(=O)O)C=C(C=C1)S(=O)(=O)C (2-chloro-5-methanesulfonyl-benzoic acid), N1CCOCC1 (morpholine). Conditions: temperature 110 celsius. Product: CS(=O)(=O)C=1C=CC(=C(C(=O)O)C1)N1CCOCC1 (5-Methanesulfonyl-2-morpholin-4-yl-benzoic acid). Isolated yield 58.0%. Reaction SMILES: Cl[C:2]1[CH:10]=[CH:9][C:8]([S:11]([CH3:14])(=[O:13])=[O:12])=[CH:7][C:3]=1[C:4]([OH:6])=[O:5].[NH:15]1[CH2:20][CH2:19][O:18][CH2:17][CH2:16]1>>[CH3:14][S:11]([C:8]1[CH:9]=[CH:10][C:2]([N:15]2[CH2:20][CH2:19][O:18][CH2:17][CH2:16]2)=[C:3]([CH:7]=1)[C:4]([OH:6])=[O:5])(=[O:13])=[O:12]. Reported procedure: A mixture of 4.26 mmol 2-chloro-5-methanesulfonyl-benzoic acid (Example B1(a)) in 8 ml morpholine was heated at 110° C. for 15 h. After evaporation of all volatiles the residue was acidified by addition of 1 N HCl and extracted three times with ethyl acetate. The combined organic extracts were washed sequentially with 1 N HCl and saturated brine, dried over sodium sulphate, and concentrated in vacuo to afford the title compound as a light yellow amorphous solid (58%). MS (m/e): 284.1 ([M−H]−, 10... The reactants are Brc1nc2ccccc2[nH]1, Cc1nc2c([N+](=O)[O-])cc(Br)cc2[nH]1, BrCc1ccccc1, [K+], [K+], O=C([O-])[O-], CN(C)C=O. The product is Cc1nc2c([N+](=O)[O-])cc(Br)cc2n1Cc1ccccc1. Reaction SMILES: [Br:15][c:16]1[nH:17][c:18]2[cH:19][cH:20][cH:21][cH:22][c:23]2[n:24]1.[Br:1][c:2]1[cH:3][c:4]([N+:12](=[O:13])[O-:14])[c:5]2[c:6]([nH:7][c:8]([CH3:10])[n:9]2)[cH:11]1.[Br:25][CH2:26][c:27]1[cH:28][cH:29][cH:30][cH:31][cH:32]1.[K+:33].[K+:34].[O-:35][C:36]([O-:37])=[O:38].[O:39]=[CH:40][N:41]([CH3:42])[CH3:43]>>[Br:1][c:2]1[cH:3][c:4]([N+:12](=[O:13])[O-:14])[c:5]2[c:6]([n:7]([CH2:26][c:27]3[cH:28][cH:29][cH:30][cH:31][cH:32]3)[c:8]([CH3:10])[n:9]2)[cH:11]1. Starting materials: C(C)OC(=O)C=1C=C2C(=C(NC2=CC1)C1=CC(=CC(=C1)Cl)Cl)CCN (3-(2-aminoethyl)-2-(3,5-dichlorophenyl)-1H-indole-5-carboxylic acid ethyl ester), [BH4-].[Na+] (sodium borohydride), S(=O)(=O)([O-])[O-].[Mg+2] (magnesium sulfate), N1=CC(=CC=C1)CCCC=O (4-pyridin-3-yl-butyraldehyde). The solvent is C(Cl)(Cl)Cl (chloroform). Reaction conditions: time 15 minute. The product is C(C)OC(=O)C=1C=C2C(=C(NC2=CC1)C1=CC(=CC(=C1)Cl)Cl)CCNCCCCC=1C=NC=CC1 (2-(3,5-dichlorophenyl)-3-[2-(4-pyridin-3-yl-butylamino)ethyl]-1H-indole-5-carboxylic acid ethyl ester). RXN SMILES: [CH2:1]([O:3][C:4]([C:6]1[CH:7]=[C:8]2[C:12](=[CH:13][CH:14]=1)[NH:11][C:10]([C:15]1[CH:20]=[C:19]([Cl:21])[CH:18]=[C:17]([Cl:22])[CH:16]=1)=[C:9]2[CH2:23][CH2:24][NH2:25])=[O:5])[CH3:2].S([O-])([O-])(=O)=O.[Mg+2].[N:32]1[CH:37]=[CH:36][CH:35]=[C:34]([CH2:38][CH2:39][CH2:40][CH:41]=O)[CH:33]=1.[BH4-].[Na+]>C(Cl)(Cl)Cl>[CH2:1]([O:3][C:4]([C:6]1[CH:7]=[C:8]2[C:12](=[CH:13][CH:14]=1)[NH:11][C:10]([C:15]1[CH:16]=[C:17]([Cl:22])[CH:18]=[C:19]([Cl:21])[CH:20]=1)=[C:9]2[CH2:23][CH2:24][NH:25][CH2:41][CH2:40][CH2:39][CH2:38][C:34]1[CH:33]=[N:32][CH:37]=[CH:36][CH:35]=1)=[O:5])[CH3:2] |f:1.2,4.5|. Procedure: To a solution of 3-(2-aminoethyl)-2-(3,5-dichlorophenyl)-1H-indole-5-carboxylic acid ethyl ester (prepared essentially as described in Example 5.1, 100 mg in 7.0 mL chloroform) at -5° C. was added 172 mg of magnesium sulfate followed by 46.3 mg of 4-pyridin-3-yl-butyraldehyde and the mixture stirred at low temperature for 15 minutes. At this time, a solution of sodium borohydride (13.7 mg in 1.2 mL dry methanol) was added and after another 40 minutes, the reaction was quenched by the addition of... Reactants: C(#C)C=1C=NN2C1N=C(C=C2C(F)(F)F)C2=CC=C(C=C2)C(F)(F)F (3-ethynyl-7-trifluoromethyl-5-(4-trifluoromethyl-phenyl)-pyrazolo[1,5-a]pyrimidine), BrC=1C=NC(=NC1)Cl (5-bromo-2-chloropyrimidine). The product is ClC1=NC=C(C=N1)C#CC=1C=NN2C1N=C(C=C2C(F)(F)F)C2=CC=C(C=C2)C(F)(F)F (3-(2-Chloro-pyrimidin-5-ylethynyl)-7-trifluoromethyl-5-(4-trifluoromethyl-phenyl)-pyrazolo[1,5-a]pyrimidine), solid. Yield: 6.8%. As a reaction SMILES: [C:1]([C:3]1[CH:4]=[N:5][N:6]2[C:11]([C:12]([F:15])([F:14])[F:13])=[CH:10][C:9]([C:16]3[CH:21]=[CH:20][C:19]([C:22]([F:25])([F:24])[F:23])=[CH:18][CH:17]=3)=[N:8][C:7]=12)#[CH:2].Br[C:27]1[CH:28]=[N:29][C:30]([Cl:33])=[N:31][CH:32]=1>>[Cl:33][C:30]1[N:31]=[CH:32][C:27]([C:2]#[C:1][C:3]2[CH:4]=[N:5][N:6]3[C:11]([C:12]([F:14])([F:13])[F:15])=[CH:10][C:9]([C:16]4[CH:21]=[CH:20][C:19]([C:22]([F:25])([F:24])[F:23])=[CH:18][CH:17]=4)=[N:8][C:7]=23)=[CH:28][N:29]=1. Reported procedure: The title compound was prepared from 3-ethynyl-7-trifluoromethyl-5-(4-trifluoromethyl-phenyl)-pyrazolo[1,5-a]pyrimidine (example C.1) (355 mg, 1.0 mmol) and commercially available 5-bromo-2-chloropyrimidine (251 mg, 1.3 mmol) according to general procedure II. Obtained as an orange solid (30 mg, 6.8%). MS (ISN) 467.2 [(M)−]; mp 157-159° C. Starting materials: C(C=1OC[C@@H](N1)C(C)(C)C)C=1OC[C@@H](N1)C(C)(C)C (2,2′-methylenebis[(4S)-4-tert-butyl-2-oxazoline]), COC1=CC=C(C=C1)C(OC[C@@H]1[C@H]([C@H]([C@@H](O1)N1C(=O)NC(=O)C=C1)O)O)(C1=CC=CC=C1)C1=CC=C(C=C1)OC (5′-O-[bis(4-methoxyphenyl)phenylmethyl]uridine), C1(=CC=CC=C1)N=C=O (phenyl isocyanate), COC1=CC=C(C=C1)C(OC[C@@H]1[C@H]([C@H]([C@@H](O1)N1C(=O)NC(=O)C=C1)OC(NC1=CC=CC=C1)=O)O)(C1=CC=CC=C1)C1=CC=C(C=C1)OC (5′-O-[bis(4-methoxyphenyl)phenylmethyl]-2′-O-phenylcarbamoyl-uridine). The reagents and catalysts are C(F)(F)(F)S(=O)(=O)[O-].C(F)(F)(F)S(=O)(=O)[O-].[Cu+2] (Cu(OTf)2). Run in C1CCOC1 (THF), C1CCOC1 (THF), C1CCOC1 (THF). Run at time 2 hour. Product: COC1=CC=C(C=C1)C(OC[C@@H]1[C@H]([C@H]([C@@H](O1)N1C(=O)NC(=O)C=C1)O)OC(NC1=CC=CC=C1)=O)(C1=CC=CC=C1)C1=CC=C(C=C1)OC (5′-O-[bis(4-methoxyphenyl)phenylmethyl]-3′-O-phenylcarbamoyl-uridine). Reaction SMILES: C(C1OC[C@H](C(C)(C)C)N=1)C1OC[C@H](C(C)(C)C)N=1.[CH3:20][O:21][C:22]1[CH:27]=[CH:26][C:25]([C:28]([C:52]2[CH:57]=[CH:56][C:55]([O:58][CH3:59])=[CH:54][CH:53]=2)([C:46]2[CH:51]=[CH:50][CH:49]=[CH:48][CH:47]=2)[O:29][CH2:30][C@H:31]2[O:35][C@@H:34]([N:36]3[CH:43]=[CH:42][C:40](=[O:41])[NH:39][C:37]3=[O:38])[C@H:33]([OH:44])[C@@H:32]2[OH:45])=[CH:24][CH:23]=1.[C:60]1([N:66]=[C:67]=[O:68])[CH:65]=[CH:64][CH:63]=[CH:62][CH:61]=1.COC1C=CC(C(C2C=CC(OC)=CC=2)(C2C=CC=CC=2)OC[C@H]2O[C@@H](N3C=CC(=O)NC3=O)[C@H](OC(=O)NC3C=CC=CC=3)[C@@H]2O)=CC=1>C(S([O-])(=O)=O)(F)(F)F.C(S([O-])(=O)=O)(F)(F)F.[Cu+2].C1COCC1>[CH3:20][O:21][C:22]1[CH:23]=[CH:24][C:25]([C:28]([C:52]2[CH:53]=[CH:54][C:55]([O:58][CH3:59])=[CH:56][CH:57]=2)([C:46]2[CH:51]=[CH:50][CH:49]=[CH:48][CH:47]=2)[O:29][CH2:30][C@H:31]2[O:35][C@@H:34]([N:36]3[CH:43]=[CH:42][C:40](=[O:41])[NH:39][C:37]3=[O:38])[C@H:33]([OH:44])[C@@H:32]2[O:45][C:67](=[O:68])[NH:66][C:60]2[CH:65]=[CH:64][CH:63]=[CH:62][CH:61]=2)=[CH:26][CH:27]=1 |f:4.5.6|. Procedure details: The THF solution (1 ml) containing 2,2′-methylenebis[(4S)-4-tert-butyl-2-oxazoline] (0.02 mmol, 5.4 mg) and Cu(OTf)2 (II) (0.02 mmol, 7.2 mg) was stirred for 2 hours at room temperature. After the reaction mixture was cooled to 0° C., the THF solution (1 ml) of 5′-O-[bis(4-methoxyphenyl)phenylmethyl]uridine (0.2 mmol, 109 mg) and the THF solution (1 ml) of phenyl isocyanate (0.2 mmol, 23.8 mg) were added thereto. After the mixture was continuously stirred for 1 hour at 0° C. and overnight at roo...